Dataset: the Open Reaction Database (ORD), a public repository of structured organic reaction records. Task: describe an organic reaction: reactants, conditions, products, and yield Starting materials: NC1=CC=CC2=CC=3C4=C(C(N(C(C4=C21)=O)CCN(C)C)=O)C=CC3 (11-amino-2-[2-(dimethylamino)ethyl]-1H-dibenzo[de,h]isoquinoline-1,3(2H)-dione), ClC1=CC=C(C=C1)CC(=O)Cl (4-chlorophenylacetyl chloride). The solvent is ClCCl (dichloromethane). Conditions: time 3 hour. Yields the product ClC1=CC=C(C=C1)CC(=O)NC1=CC=CC2=CC=3C4=C(C(N(C(C4=C21)=O)CCN(C)C)=O)C=CC3 (2-(4-chlorophenyl)-N-{2-[2-(dimethylamino)ethyl]-1,3-dioxo-2,3-dihydro-1H-dibenzo[de,h]isoquinolin-11-yl}acetamide). Yield: 84.0%. Reaction SMILES: [NH2:1][C:2]1[C:15]2[C:6](=[CH:7][C:8]3[C:9]4[C:14]=2[C:13](=[O:16])[N:12]([CH2:17][CH2:18][N:19]([CH3:21])[CH3:20])[C:11](=[O:22])[C:10]=4[CH:23]=[CH:24][CH:25]=3)[CH:5]=[CH:4][CH:3]=1.[Cl:26][C:27]1[CH:32]=[CH:31][C:30]([CH2:33][C:34](Cl)=[O:35])=[CH:29][CH:28]=1>ClCCl>[Cl:26][C:27]1[CH:32]=[CH:31][C:30]([CH2:33][C:34]([NH:1][C:2]2[C:15]3[C:6](=[CH:7][C:8]4[C:9]5[C:14]=3[C:13](=[O:16])[N:12]([CH2:17][CH2:18][N:19]([CH3:20])[CH3:21])[C:11](=[O:22])[C:10]=5[CH:23]=[CH:24][CH:25]=4)[CH:5]=[CH:4][CH:3]=2)=[O:35])=[CH:29][CH:28]=1. Reported procedure: A solution of 100 mg (0.30 mmole) of 11-amino-2-[2-(dimethylamino)ethyl]-1H-dibenzo[de,h]isoquinoline-1,3(2H)-dione (obtained in example 3) in 7 mL of dichloromethane was magnetically stirred at 20° C. 113 μL (2 molar equivalents) of 4-chlorophenylacetyl chloride were added. The mixture was magnetically stirred at room temperature during 3 hours. The solvent was then evaporated under reduced pressure and the residue was submitted to a flash chromatography on silica (eluent: CH2Cl2/methanol in a ... Starting materials: C(C=C)N1N(C2=NC(=NC=C2C1=O)SC)C1=NC(=CC=C1)CC(C)(C)O (2-allyl-1-[6-(2-hydroxy-2-methylpropyl)pyridin-2-yl]-6-(methylthio)-1,2-dihydro-3H-pyrazolo[3,4-d]pyrimidin-3-one), COCCN1CCN(CC1)C1=CC=C(N)C=C1 (4-[4-(2-methoxyethyl)piperazin-1-yl]aniline). The product is OC(CC1=CC=CC(=N1)N1N(C(C=2C1=NC(=NC2)NC2=CC=C(C=C2)N2CCN(CC2)CCOC)=O)CC#C)(C)C (1-[6-(2-hydroxy-2-methylpropyl)pyridin-2-yl]-6-({4-[4-(2-methoxyethyl)piperazin-1-yl]phenyl}amino)-2-(2-propynyl)-1,2-dihydro-3H-pyrazolo[3,4-d]pyrimidin-3-one). Reaction SMILES: [CH2:1]([N:4]1[C:12](=[O:13])[C:11]2[C:6](=[N:7][C:8](SC)=[N:9][CH:10]=2)[N:5]1[C:16]1[CH:21]=[CH:20][CH:19]=[C:18]([CH2:22][C:23]([OH:26])([CH3:25])[CH3:24])[N:17]=1)[CH:2]=[CH2:3].[CH3:27][O:28][CH2:29][CH2:30][N:31]1[CH2:36][CH2:35][N:34]([C:37]2[CH:43]=[CH:42][C:40]([NH2:41])=[CH:39][CH:38]=2)[CH2:33][CH2:32]1>>[OH:26][C:23]([CH3:25])([CH3:24])[CH2:22][C:18]1[N:17]=[C:16]([N:5]2[C:6]3=[N:7][C:8]([NH:41][C:40]4[CH:39]=[CH:38][C:37]([N:34]5[CH2:33][CH2:32][N:31]([CH2:30][CH2:29][O:28][CH3:27])[CH2:36][CH2:35]5)=[CH:43][CH:42]=4)=[N:9][CH:10]=[C:11]3[C:12](=[O:13])[N:4]2[CH2:1][C:2]#[CH:3])[CH:21]=[CH:20][CH:19]=1. Reported procedure: 31 mg of the entitled compound was obtained as a yellow solid in the same manner as in Example 113-1 to 113-2, for which, however, 2-allyl-1-[6-(2-hydroxy-2-methylpropyl)pyridin-2-yl]-6-(methylthio)-1,2-dihydro-3H-pyrazolo[3,4-d]pyrimidin-3-one obtained in Example 81-2 was used in place of 2-allyl-1-[6-(1-hydroxy-1-methylethyl)-2-pyridinyl]-6-(methylthio)-1,2-dihydro-3H-pyrazolo[3,4-d]pyrimidin-3-one used in Example 113-1, and 4-[4-(2-methoxyethyl)piperazin-1-yl]aniline was used in place of 4-(4... The reactants are ClC1=CN=C(S1)N(S(=O)(=O)C1=CC(=C(C=C1)OC1=C(C=C(C=C1)F)I)C#N)CC1=C(C=C(C=C1)OC)OC (N-(5-Chloro-1,3-thiazol-2-yl)-3-cyano-N-(2,4-dimethoxybenzyl)-4-(4-fluoro-2-iodophenoxy)benzenesulfonamide), NC1=NC=C(C=C1)B1OC(C)(C)C(C)(C)O1 (2-aminopyridine-5-boronic acid pinacol ester), C([O-])([O-])=O.[Cs+].[Cs+] (caesium carbonate). Reagents/catalysts: C1(=CC=CC=C1)P(C1=CC=CC=C1)C1=CC=CC=C1.C1(=CC=CC=C1)P(C1=CC=CC=C1)C1=CC=CC=C1.C1(=CC=CC=C1)P(C1=CC=CC=C1)C1=CC=CC=C1.C1(=CC=CC=C1)P(C1=CC=CC=C1)C1=CC=CC=C1.[Pd] (palladium (0) tetrakis(triphenylphoshine)). Run at temperature 60 celsius, time 16 hour. The product is NC1=CC=C(C=N1)C1=C(OC2=C(C=C(C=C2)S(=O)(=O)NC=2SC(=CN2)Cl)C#N)C=CC(=C1)F (4-[2-(6-Aminopyridin-3-yl)-4-fluorophenoxy]-N-(5-chloro-1,3-thiazol-2-yl)-3-cyanobenzenesulfonamide). As a reaction SMILES: [Cl:1][C:2]1[S:6][C:5]([N:7](CC2C=CC(OC)=CC=2OC)[S:8]([C:11]2[CH:16]=[CH:15][C:14]([O:17][C:18]3[CH:23]=[CH:22][C:21]([F:24])=[CH:20][C:19]=3I)=[C:13]([C:26]#[N:27])[CH:12]=2)(=[O:10])=[O:9])=[N:4][CH:3]=1.[NH2:39][C:40]1[CH:45]=[CH:44][C:43](B2OC(C)(C)C(C)(C)O2)=[CH:42][N:41]=1.C(=O)([O-])[O-].[Cs+].[Cs+]>C1(P(C2C=CC=CC=2)C2C=CC=CC=2)C=CC=CC=1.C1(P(C2C=CC=CC=2)C2C=CC=CC=2)C=CC=CC=1.C1(P(C2C=CC=CC=2)C2C=CC=CC=2)C=CC=CC=1.C1(P(C2C=CC=CC=2)C2C=CC=CC=2)C=CC=CC=1.[Pd]>[NH2:39][C:40]1[N:41]=[CH:42][C:43]([C:19]2[CH:20]=[C:21]([F:24])[CH:22]=[CH:23][C:18]=2[O:17][C:14]2[CH:15]=[CH:16][C:11]([S:8]([NH:7][C:5]3[S:6][C:2]([Cl:1])=[CH:3][N:4]=3)(=[O:9])=[O:10])=[CH:12][C:13]=2[C:26]#[N:27])=[CH:44][CH:45]=1 |f:2.3.4,5.6.7.8.9|. Procedure details: Example 587 from above can be prepared as follows. N-(5-Chloro-1,3-thiazol-2-yl)-3-cyano-N-(2,4-dimethoxybenzyl)-4-(4-fluoro-2-iodophenoxy)benzenesulfonamide (Preparation 217, 100 mg, 0.146 mmol), 2-aminopyridine-5-boronic acid pinacol ester (35.4 mg, 0.161 mmol), palladium (0) tetrakis(triphenylphoshine) (17.3 mg, 0.015 mmol) and caesium carbonate (143 mg, 0.438 mmol) were charged to a 25 ml round-bottomed flask and purged with nitrogen (×3). To this was added fresh degassed 1,4-dioxane (4 ml) ... The reactants are N(=O)[O-].[Na+] (sodium nitrite), N (ammonia), NC1=NC=C(C=C1Cl)C (2-amino-3-chloro-5-methylpyridine), BrBr (bromine). Solvent: O (water), Br (hydrobromic acid). Yields the product BrC1=NC=C(C=C1Cl)C (2-bromo-3-chloro-5-methylpyridine). As a reaction SMILES: N[C:2]1[C:7]([Cl:8])=[CH:6][C:5]([CH3:9])=[CH:4][N:3]=1.[Br:10]Br.N([O-])=O.[Na+].N>Br.O>[Br:10][C:2]1[C:7]([Cl:8])=[CH:6][C:5]([CH3:9])=[CH:4][N:3]=1 |f:2.3|. Procedure: The product from paragraph (h) (5.7 g) in hydrobromic acid (48%; 50 ml) was cooled to -15° C. to -10° C. and bromine (2.6 ml) was added dropwise with stirring. The temperature was then kept at -5° C. to 0° C. while sodium nitrite (5.53 g) in water (12 ml) was added dropwise over a period of 45 minutes. When addition was complete, the mixture was stirred a further 30 minutes at 0° C. and poured on to ice. The mixture was made slightly alkaline by dropwise addition of concentrated ammonia, keeping... Reported procedure: The title compound was prepared from the product of Example 45A and commercially available (S)-2-hydroxypropylamine using the procedure described for Example 2B. 1H NMR (DMSO-d6, 300 MHz) δ 1.01 (d, J=6.1 Hz, 3H), 1.48 (s, 6H), 1.46 (s, 6H), 3.07-3.20 (m, 2H), 3.65-3.73 (m, 1H), 4.68 (d, J=4.4 Hz, 1H), 7.68-7.81 (m, 4H), 11.60 (br s, 1H). MS (ESI+) m/z 489 (M+H)+. Anal. calcd. for C22H24F4N2O4S: C, 54.09; H, 4.95; N, 5.73. Found: C, 53.91; H, 4.89; N, 5.38. The product is FC1=C(C(=O)NC2=C(C3=C(C(OC3(C)C)(C)C)S2)C(=O)NC[C@H](C)O)C(=CC=C1)C(F)(F)F (2-{[2-fluoro-6-(trifluoromethyl)benzoyl]amino}-N-[(2S)-2-hydroxypropyl]-4,4,6,6-tetramethyl-4,6-dihydrothieno[2,3-c]furan-3-carboxamide). Reaction SMILES: [F:1][C:2]1[CH:25]=[CH:24][CH:23]=[C:22]([C:26]([F:29])([F:28])[F:27])[C:3]=1[C:4]([NH:6][C:7]1[S:18][C:10]2[C:11]([CH3:17])([CH3:16])[O:12][C:13]([CH3:15])([CH3:14])[C:9]=2[C:8]=1[C:19]([OH:21])=O)=[O:5].[OH:30][C@@H:31]([CH3:34])[CH2:32][NH2:33]>>[F:1][C:2]1[CH:25]=[CH:24][CH:23]=[C:22]([C:26]([F:28])([F:29])[F:27])[C:3]=1[C:4]([NH:6][C:7]1[S:18][C:10]2[C:11]([CH3:16])([CH3:17])[O:12][C:13]([CH3:15])([CH3:14])[C:9]=2[C:8]=1[C:19]([NH:33][CH2:32][C@@H:31]([OH:30])[CH3:34])=[O:21])=[O:5]. The reactants are FC1=C(C(=O)NC2=C(C3=C(C(OC3(C)C)(C)C)S2)C(=O)O)C(=CC=C1)C(F)(F)F (2-{[2-fluoro-6-(trifluoromethyl)benzoyl]amino}-4,4,6,6-tetramethyl-4,6-dihydrothieno[2,3-c]furan-3-carboxylic acid), O[C@H](CN)C ((S)-2-hydroxypropylamine). The reactants are CCCCCCCCCC(C)C(=O)O, O=C(Cl)C(=O)Cl, ClCCl, CN(C)C=O. The product is CCCCCCCCCC(C)C(=O)Cl. As a reaction SMILES: [CH3:1][CH:2]([C:3](=[O:4])[OH:5])[CH2:6][CH2:7][CH2:8][CH2:9][CH2:10][CH2:11][CH2:12][CH2:13][CH3:14].[Cl:20][C:21]([C:22]([Cl:23])=[O:24])=[O:25].[Cl:26][CH2:27][Cl:28].[O:15]=[CH:16][N:17]([CH3:18])[CH3:19]>>[CH3:1][CH:2]([C:3](=[O:4])[Cl:20])[CH2:6][CH2:7][CH2:8][CH2:9][CH2:10][CH2:11][CH2:12][CH2:13][CH3:14].